describe an organic reaction: reactants, conditions, products, and yield From a dataset of the Open Reaction Database (ORD), a public repository of structured organic reaction records. Starting materials: solid, Cl.Cl.O1CCC2=C1C=CC=C2C2CCN(CC2)CC[C@@H]2CC[C@H](CC2)N (trans-4-{2-[4-(2,3-dihydro-benzofuran-4-yl)-piperidin-1-yl]-ethyl}-cyclohexylamine dihydrochloride), Cl.Cl.O1CCC2=C1C=CC=C2C2CCN(CC2)CC[C@@H]2CC[C@H](CC2)N (trans-4-{2-[4-(2,3-dihydro-benzofuran-4-yl)-piperidin-1-yl]-ethyl}-cyclohexylamine dihydrochloride), C(C)(C)(C)OC1=CC=C(C(=O)O)C=C1 (4-tert-butoxy-benzoic acid). The product is C(C)(C)(C)OC1=CC=C(C(=O)N[C@@H]2CC[C@H](CC2)CCN2CCC(CC2)C2=CC=CC3=C2CCO3)C=C1 (trans-4-tert-Butoxy-N-(4-{2-[4-(2,3-dihydro-benzofuran-4-yl)-piperidin-1-yl]-ethyl}-cyclohexyl)-benzamide). Reaction SMILES: Cl.Cl.[O:3]1[C:7]2[CH:8]=[CH:9][CH:10]=[C:11]([CH:12]3[CH2:17][CH2:16][N:15]([CH2:18][CH2:19][C@H:20]4[CH2:25][CH2:24][C@H:23]([NH2:26])[CH2:22][CH2:21]4)[CH2:14][CH2:13]3)[C:6]=2[CH2:5][CH2:4]1.[C:27]([O:31][C:32]1[CH:40]=[CH:39][C:35]([C:36](O)=[O:37])=[CH:34][CH:33]=1)([CH3:30])([CH3:29])[CH3:28]>>[C:27]([O:31][C:32]1[CH:33]=[CH:34][C:35]([C:36]([NH:26][C@H:23]2[CH2:22][CH2:21][C@H:20]([CH2:19][CH2:18][N:15]3[CH2:16][CH2:17][CH:12]([C:11]4[C:6]5[CH2:5][CH2:4][O:3][C:7]=5[CH:8]=[CH:9][CH:10]=4)[CH2:13][CH2:14]3)[CH2:25][CH2:24]2)=[O:37])=[CH:39][CH:40]=1)([CH3:30])([CH3:28])[CH3:29] |f:0.1.2|. Procedure details: The title compound, white solid (74 mg, 59%), MS (ISP) m/z=505.3 [(M+H)+], mp 216° C., was prepared in accordance with the general method of example 1 from trans-4-{2-[4-(2,3-dihydro-benzofuran-4-yl)-piperidin-1-yl]-ethyl}-cyclohexylamine dihydrochloride (intermediate B) (100 mg, 0.25 mmol) and 4-tert-butoxy-benzoic acid. Starting materials: ClC=1SC2=C(N1)C=CC=C2 (2-chlorobenzothiazole), NC1=CC=C(C=C1)O (4-aminophenol). Solvent: CN1C(CCC1)=O (N-methylpyrrolidone). The product is S1C(=NC2=C1C=CC=C2)NC2=CC=C(C=C2)O (4-(benzo[d]thiazol-2-ylamino)phenol). Reaction SMILES: Cl[C:2]1[S:3][C:4]2[CH:10]=[CH:9][CH:8]=[CH:7][C:5]=2[N:6]=1.[NH2:11][C:12]1[CH:17]=[CH:16][C:15]([OH:18])=[CH:14][CH:13]=1>CN1CCCC1=O>[S:3]1[C:4]2[CH:10]=[CH:9][CH:8]=[CH:7][C:5]=2[N:6]=[C:2]1[NH:11][C:12]1[CH:17]=[CH:16][C:15]([OH:18])=[CH:14][CH:13]=1. Procedure: The solution of 2-chlorobenzothiazole (2.47 mL, 20 mmol) and 4-aminophenol (2.18 g, 20.0 mmol) in N-methylpyrrolidone (16 mL) was heated at 160° C. for 7 h. The reaction mixture was quenched with aqueous 2N NaOH and then extracted with EtOAc. The organic layer was washed with 2N NaOH. To the combined aqueous layer was added aqueous 5N HCl until pH 6, then the product was extracted with EtOAc (2×), dried (Na2SO4) and concentrated. The crude product was dissolved in MeOH and treated with SiO2. Chr... Starting materials: C(C)(C)(C)OC(CN1C([C@@H](NCC1)CC(=O)OC)=O)=O ((S)-(3-methoxycarbonylmethyl-2-oxopiperazin-1-yl)acetic acid tert-butyl ester), OC(C(=O)O)CC(N1CCN(CC1)C1=CC=NC=C1)=O (2-hydroxy-4-oxo-4-(4-pyridin-4-ylpiperazin-1-yl)-butanoic acid), Cl.C(C)N=C=NCCCN(C)C (1-ethyl-3-(3-dimethylaminopropyl)carbodiimide hydrochloride). Run in CN(C=O)C (dimethylformamide). Reaction conditions: time 24 hour. Yields the product O[C@H](C(=O)N1[C@H](C(N(CC1)CC(=O)O)=O)CC(=O)OC)CC(N1CCN(CC1)C1=CC=NC=C1)=O ((S,S)-[4-[2-Hydroxy-4-oxo-4-[4-(pyridin-4-yl)piperazin-1-yl]butyryl]-3-methoxycarbonylmethyl-2-oxopiperazin-1-yl]acetic Acid). Isolated yield 16.1%. Reaction SMILES: C([O:5][C:6](=[O:20])[CH2:7][N:8]1[CH2:13][CH2:12][NH:11][C@@H:10]([CH2:14][C:15]([O:17][CH3:18])=[O:16])[C:9]1=[O:19])(C)(C)C.[OH:21][CH:22]([CH2:26][C:27](=[O:40])[N:28]1[CH2:33][CH2:32][N:31]([C:34]2[CH:39]=[CH:38][N:37]=[CH:36][CH:35]=2)[CH2:30][CH2:29]1)[C:23](O)=[O:24].Cl.C(N=C=NCCCN(C)C)C>CN(C)C=O>[OH:21][C@@H:22]([CH2:26][C:27](=[O:40])[N:28]1[CH2:33][CH2:32][N:31]([C:34]2[CH:39]=[CH:38][N:37]=[CH:36][CH:35]=2)[CH2:30][CH2:29]1)[C:23]([N:11]1[CH2:12][CH2:13][N:8]([CH2:7][C:6]([OH:5])=[O:20])[C:9](=[O:19])[C@@H:10]1[CH2:14][C:15]([O:17][CH3:18])=[O:16])=[O:24] |f:2.3|. Procedure details: To a suspension of (S)-(3-methoxycarbonylmethyl-2-oxopiperazin-1-yl)acetic acid tert-butyl ester (0.29 g) and 2-hydroxy-4-oxo-4-(4-pyridin-4-ylpiperazin-1-yl)-butanoic acid (0.30 g) in dimethylformamide (15 ml) was added 1-ethyl-3-(3-dimethylaminopropyl)carbodiimide hydrochloride (0.30 g) and the solution was stirred for 24 hours at room temperature. The solution was concentrated to remove dimethylformamide and the residue was purified by means of CHP-20 column chromatography (H2O→30% acetonitri...